This data is from the Open Reaction Database (ORD), a public repository of structured organic reaction records. The task is: describe an organic reaction: reactants, conditions, products, and yield Starting materials: C(C)(C)(C)OC(CC[C@](CC1=CC(=CC=C1)C#N)(NC(=O)OC)C(NCC(=O)OCC1=CC=CC=C1)=O)=O (4-(Benzyloxycarbonylmethyl-carbamoyl)-(R)-5-(3-cyano-phenyl)-4-methoxycarbonylamino-pentanoic acid tert-butyl ester). Reagents/catalysts: [Pd].[O-]S(=O)(=O)[O-].[Ba+2] (Pd BaSO4). As a reaction SMILES: [C:1]([O:5][C:6](=[O:38])[CH2:7][CH2:8][C@@:9]([C:24](=[O:37])[NH:25][CH2:26][C:27]([O:29]CC1C=CC=CC=1)=[O:28])([NH:19][C:20]([O:22][CH3:23])=[O:21])[CH2:10][C:11]1[CH:16]=[CH:15][CH:14]=[C:13]([C:17]#[N:18])[CH:12]=1)([CH3:4])([CH3:3])[CH3:2]>[Pd].[O-]S([O-])(=O)=O.[Ba+2].CO>[C:1]([O:5][C:6](=[O:38])[CH2:7][CH2:8][C@@:9]([C:24](=[O:37])[NH:25][CH2:26][C:27]([OH:29])=[O:28])([NH:19][C:20]([O:22][CH3:23])=[O:21])[CH2:10][C:11]1[CH:16]=[CH:15][CH:14]=[C:13]([C:17]#[N:18])[CH:12]=1)([CH3:4])([CH3:2])[CH3:3] |f:1.2.3|. Conditions: time 30 minute. Yield: 88.0%. Yields the product C(C)(C)(C)OC(CC[C@](CC1=CC(=CC=C1)C#N)(NC(=O)OC)C(NCC(=O)O)=O)=O (4-(Carboxymethyl-carbamoyl)-5-(3-cyano-phenyl)-(R)-4-methoxycarbonylamino-pentanoic acid tert-butyl ester), solid. Run in CO (MeOH). Procedure: To a round bottom flask containing a suspension of Pd—BaSO4 (47 mg) and MeOH (10 mL) was added compound 7 (527 mg, 1.01 mmol). The reaction flask was evacuated and back filled with H2 (1 atm, balloon) several times before being stirred for 30 minutes (the reaction was followed by TLC). The Pd catalyst was filtered off and rinsed several times with MeOH. The filtrate was concentrated to give the title compound a colorless solid (383 mg, 88%). Reactants: CC(C)(C)OC(=O)N1CCc2c(n(CCCCl)c3ccccc23)CC1, CCOC(C)=O, [K+], [K+], O=C([O-])[O-], CN(C)C=O, Oc1ccccc1. Product: CC(C)(C)OC(=O)N1CCc2c(n(CCCOc3ccccc3)c3ccccc23)CC1. RXN SMILES: [C:1]([CH3:2])([CH3:3])([CH3:4])[O:5][C:6](=[O:7])[N:8]1[CH2:9][CH2:10][c:11]2[n:12]([CH2:22][CH2:23][CH2:24][Cl:25])[c:13]3[cH:14][cH:15][cH:16][cH:17][c:18]3[c:19]2[CH2:20][CH2:21]1.[CH3:44][CH2:45][O:46][C:47]([CH3:48])=[O:49].[K+:38].[K+:39].[O-:40][C:41]([O-:42])=[O:43].[O:33]=[CH:34][N:35]([CH3:36])[CH3:37].[OH:26][c:27]1[cH:28][cH:29][cH:30][cH:31][cH:32]1>>[C:1]([CH3:2])([CH3:3])([CH3:4])[O:5][C:6](=[O:7])[N:8]1[CH2:9][CH2:10][c:11]2[n:12]([CH2:22][CH2:23][CH2:24][O:26][c:27]3[cH:28][cH:29][cH:30][cH:31][cH:32]3)[c:13]3[cH:14][cH:15][cH:16][cH:17][c:18]3[c:19]2[CH2:20][CH2:21]1. The reactants are O=C1C=C(O)C(=O)C=2C=CC=CC12, O=C(O)CC1=CC=C(OC)C(OC)=C1. Reagents/catalysts: O=S(=O)(O)OOS(=O)(=O)O.N. The solvent is O, O=S(C)C. Conditions: temperature 40 celsius, time 16 hour. The product is O=C1C(O)=C(C(=O)C=2C=CC=CC12)C3CCCCC3. The yield is 33.0%. Yield: 35.0%. The product is N[C@@H]1[C@H](C(OC=2C=C3N=CC=NC3=CC21)(C)C)O ((8R*,9S*)-9-amino-7,7-dimethyl-8,9-dihydro-7H-pyrano[2,3-g]quinoxalin-8-ol). Reactants: N[C@@H]1[C@H](C(OC2=C1C=C(C(=C2)N)N)(C)C)O ((3R*,4S*)-4,6,7-triamino-2,2-dimethyl-3,4-dihydro-2H-1-benzopyran-3-ol), C(=O)C=O (glyoxal), Cl (hydrochloric acid). The solvent is C(C)O (ethanol). Reaction SMILES: [NH2:1][C@H:2]1[C:7]2[CH:8]=[C:9]([NH2:13])[C:10]([NH2:12])=[CH:11][C:6]=2[O:5][C:4]([CH3:15])([CH3:14])[C@@H:3]1[OH:16].[CH:17]([CH:19]=O)=O.Cl>C(O)C>[NH2:1][C@H:2]1[C:7]2[CH:8]=[C:9]3[C:10]([N:12]=[CH:17][CH:19]=[N:13]3)=[CH:11][C:6]=2[O:5][C:4]([CH3:14])([CH3:15])[C@@H:3]1[OH:16]. Reaction conditions: time 1 hour. Procedure: To a solution of (3R*,4S*)-4,6,7-triamino-2,2-dimethyl-3,4-dihydro-2H-1-benzopyran-3-ol (280 mg, 1.25 mmol) in ethanol (5.6 mL), 40% aqueous glyoxal solution (226 mg, 1.56 mmol) was added, and the resulting mixture was stirred at room temperature for 1 hour. Upon the completion of the reaction, 1 mol/L hydrochloric acid was added thereto, the resulting solution was washed with ethyl acetate, the resulting aqueous phase was adjusted to pH 14 with 1 mol/L aqueous sodium hydroxide solution. Then, t... Reactants: C(C)N(C(C)C)C(C)C (N-ethyldiisopropylamine), Cl.COC1=CC=C(C2=C1N=C(S2)C2=NC1=C(CCNCC1)N2)N2CCOCC2 (2-(4-methoxy-7-morpholin-4-yl-benzothiazol-2-yl)-1,4,5,6,7,8-hexahydro-imidazo[4,5-d]azepine hydrochloride), C1(CC1)C(=O)Cl (cyclopropanecarbonyl chloride). Solvent: O1CCCC1 (tetrahydrofurane). Yields the product C1(CC1)C(=O)N1CCC2=C(CC1)N=C(N2)C=2SC1=C(N2)C(=CC=C1N1CCOCC1)OC (cyclopropyl-[2-(4-methoxy-7-morpholin-4-yl-benzothiazol-2-yl)-4,5,7,8-tetrahydro-1H-imidazo[4,5-d]azepin-6-yl]-methanone). The yield is 93.0%. As a reaction SMILES: Cl.[CH3:2][O:3][C:4]1[C:9]2[N:10]=[C:11]([C:13]3[NH:22][C:16]4[CH2:17][CH2:18][NH:19][CH2:20][CH2:21][C:15]=4[N:14]=3)[S:12][C:8]=2[C:7]([N:23]2[CH2:28][CH2:27][O:26][CH2:25][CH2:24]2)=[CH:6][CH:5]=1.C(N(C(C)C)C(C)C)C.[CH:38]1([C:41](Cl)=[O:42])[CH2:40][CH2:39]1>O1CCCC1>[CH:38]1([C:41]([N:19]2[CH2:20][CH2:21][C:15]3[N:14]=[C:13]([C:11]4[S:12][C:8]5[C:7]([N:23]6[CH2:24][CH2:25][O:26][CH2:27][CH2:28]6)=[CH:6][CH:5]=[C:4]([O:3][CH3:2])[C:9]=5[N:10]=4)[NH:22][C:16]=3[CH2:17][CH2:18]2)=[O:42])[CH2:40][CH2:39]1 |f:0.1|. Reported procedure: To a suspension of 0.04 g 2-(4-methoxy-7-morpholin-4-yl-benzothiazol-2-yl)-1,4,5,6,7,8-hexahydro-imidazo[4,5-d]azepine hydrochloride in 3.4 ml tetrahydrofurane were added at 0–4° C. 0.07 ml N-ethyldiisopropylamine and 0.012 g cyclopropanecarbonyl chloride. The mixture was refluxed for 17 hours, silicagel was added and the solvent was distilled off. The residue was transferred to a column prefilled with silicagel and was chromatographed with dichloromethane/methanol 96:4 to yield 0.04 g (90%) cyc... Starting materials: S1N=CC2=C1C(=CC=C2)C2=CC=1C(=C(N=CC1I)N)O2 (2-(1,2-benzothiazol-7-yl)-4-iodofuro[2,3-c]pyridin-7-amine), C(C)(C)(C)[Si](OC1CC(CCC1)N1NC=C(C1)B1OC(C(O1)(C)C)(C)C)(C)C (2-[3-(tert-butyl-dimethyl-silanyloxy)-cyclohexyl]-4-(4,4,5,5-tetramethyl-[1,3,2]dioxaborolan-2-yl)-1H-pyrazole), [SiH3]O[SiH3] (silyl ether). Product: NC=1N=CC(=C2C1OC(=C2)C2=CC=CC=1C=NSC12)C=1C=NN(C1)[C@@H]1C[C@H](CCC1)O (trans-3-[4-(7-amino-2-benzo[d]isothiazol-7-yl-furo[2,3-c]pyridin-4-yl)-pyrazol-1-yl]-cyclohexanol). Reaction SMILES: [S:1]1[C:5]2[C:6]([C:10]3[O:20][C:13]4=[C:14]([NH2:19])[N:15]=[CH:16][C:17](I)=[C:12]4[CH:11]=3)=[CH:7][CH:8]=[CH:9][C:4]=2[CH:3]=[N:2]1.C([Si](C)(C)[O:26][CH:27]1[CH2:32][CH2:31][CH2:30][CH:29]([N:33]2[CH2:37][C:36](B3OC(C)(C)C(C)(C)O3)=[CH:35][NH:34]2)[CH2:28]1)(C)(C)C.[SiH3]O[SiH3]>>[NH2:19][C:14]1[N:15]=[CH:16][C:17]([C:36]2[CH:35]=[N:34][N:33]([C@H:29]3[CH2:30][CH2:31][CH2:32][C@H:27]([OH:26])[CH2:28]3)[CH:37]=2)=[C:12]2[CH:11]=[C:10]([C:6]3[C:5]4[S:1][N:2]=[CH:3][C:4]=4[CH:9]=[CH:8][CH:7]=3)[O:20][C:13]=12. Procedure details: The title compound was prepared from 2-(1,2-benzothiazol-7-yl)-4-iodofuro[2,3-c]pyridin-7-amine and 2-[3-(tert-butyl-dimethyl-silanyloxy)-cyclohexyl]-4-(4,4,5,5-tetramethyl-[1,3,2]dioxaborolan-2-yl)-1H-pyrazole by a procedure analogous to Example 68 followed by silyl ether deprotection by a procedure analogous to Example 229. 1H NMR (400 MHz, CD3OD): δ 9.48 (s, 1H), 9.09 (s, 1H), 8.84 (d, J=5.9 Hz, 1H), 8.71 (d, J=5.9 Hz, 1H), 8.32 (s, 1H), 8.04 (s, 1H), 7.90 (s, 1H), 7.87 (s, 1H), 4.73 (m, 1H),...